The task is: describe an organic reaction: reactants, conditions, products, and yield. This data is from the Open Reaction Database (ORD), a public repository of structured organic reaction records. Starting materials: CCCC=1C2=C(N(N1)C)C(=O)NC(=N2)C=3C=C(C=CC3OCC)S(=O)(=O)N4CCN(CC4)C.C(C(=O)O)C(CC(=O)O)(C(=O)O)O (Sildenafil citrate), Cl (HCl), CO (methanol). The solvent is C(C)O (ethanol). Product: CCCC1=NN(C2=C1NC(=NC2=O)C3=C(C=CC(=C3)S(=O)(=O)N4CCN(CC4)C)OCC)C.Cl (Sildenafil HCl). RXN SMILES: [CH3:1][CH2:2][CH2:3][C:4]1[C:5]2[N:14]=[C:13]([C:15]3[CH:16]=[C:17]([S:24]([N:27]4[CH2:32][CH2:31][N:30]([CH3:33])[CH2:29][CH2:28]4)(=[O:26])=[O:25])[CH:18]=[CH:19][C:20]=3[O:21][CH2:22][CH3:23])[NH:12][C:10](=[O:11])[C:6]=2[N:7]([CH3:9])[N:8]=1.C(C(O)(C(O)=O)CC(O)=O)C(O)=O.CO.[ClH:49]>C(O)C>[CH3:1][CH2:2][CH2:3][C:4]1[C:5]2[NH:14][C:13]([C:15]3[CH:16]=[C:17]([S:24]([N:27]4[CH2:28][CH2:29][N:30]([CH3:33])[CH2:31][CH2:32]4)(=[O:25])=[O:26])[CH:18]=[CH:19][C:20]=3[O:21][CH2:22][CH3:23])=[N:12][C:10](=[O:11])[C:6]=2[N:7]([CH3:9])[N:8]=1.[ClH:49] |f:0.1,5.6|. Reported procedure: Sildenafil citrate (9.5 g) is dissolved in a mixture of ethanol (10 mL) and HCl (1N, 60 mL), then reacted at 50° C. for 10 mins. Under room temperature, the methanol is added for incubating over night and crystallization. Then, the crystal is filtrated to obtain precipitate of Sildenafil HCl (6.4 g) for use. The solvent is COCCO (2-methoxyethanol), ClCCl (dichloromethane). The product is ClC1=C(C2=C(OCO2)C(=C1)C#CCOC)NC1=NC=NC2=CC(=C(C=C12)OC)OCCCN1CCNCC1 (N-[5-chloro-7-(3-methoxyprop-1-yn-1-yl)-1,3-benzodioxol-4-yl]-6-methoxy-7-[3-piperazin-1-ylpropoxy]-quinazolin-4-amine). Procedure: N-[5-chloro-7-(3-methoxyprop-1-yn-1-yl)-1,3-benzodioxol-4-yl]-7-(3-chloropropoxy)-6-methoxyquinazolin-4-amine (0.165 g) was dissolved in 2-methoxyethanol (5 ml) and piperazine (0.586 g) was then added and the mixture heated to 110° C. for 45 minutes. The reaction mixture was cooled to room temperature, diluted with dichloromethane, washed with water and brine, dried over magnesium sulfate and then evaporated. The residue was purified by column chromatography on silica using increasingly polar mi... Isolated yield 69.3%. Run at temperature 110 celsius. Starting materials: ClC1=C(C2=C(OCO2)C(=C1)C#CCOC)NC1=NC=NC2=CC(=C(C=C12)OC)OCCCCl (N-[5-chloro-7-(3-methoxyprop-1-yn-1-yl)-1,3-benzodioxol-4-yl]-7-(3-chloropropoxy)-6-methoxyquinazolin-4-amine), N1CCNCC1 (piperazine). As a reaction SMILES: [Cl:1][C:2]1[CH:10]=[C:9]([C:11]#[C:12][CH2:13][O:14][CH3:15])[C:5]2[O:6][CH2:7][O:8][C:4]=2[C:3]=1[NH:16][C:17]1[C:26]2[C:21](=[CH:22][C:23]([O:29][CH2:30][CH2:31][CH2:32]Cl)=[C:24]([O:27][CH3:28])[CH:25]=2)[N:20]=[CH:19][N:18]=1.[NH:34]1[CH2:39][CH2:38][NH:37][CH2:36][CH2:35]1>COCCO.ClCCl>[Cl:1][C:2]1[CH:10]=[C:9]([C:11]#[C:12][CH2:13][O:14][CH3:15])[C:5]2[O:6][CH2:7][O:8][C:4]=2[C:3]=1[NH:16][C:17]1[C:26]2[C:21](=[CH:22][C:23]([O:29][CH2:30][CH2:31][CH2:32][N:34]3[CH2:39][CH2:38][NH:37][CH2:36][CH2:35]3)=[C:24]([O:27][CH3:28])[CH:25]=2)[N:20]=[CH:19][N:18]=1.